From a dataset of the Open Reaction Database (ORD), a public repository of structured organic reaction records. describe an organic reaction: reactants, conditions, products, and yield Starting materials: ClC1=C2C(=CN(C1=O)C)C(N(C2=O)CCC2=NC1=CC=CC=C1C=C2)=O (7-chloro-5-methyl-2-(2-quinolin-2-yl-ethyl)-5H-pyrrolo[3,4-c]pyridine-1,3,6-trione), CN1CCNCC1 (1-methyl-piperazine). The product is CN1C=C2C(=C(C1=O)N1CCN(CC1)C)C(N(C2=O)CCC2=NC1=CC=CC=C1C=C2)=O (5-Methyl-7-(4-methyl-piperazin-1-yl)-2-(2-quinolin-2-yl-ethyl)-5H-pyrrolo[3,4-c]pyridine-1,3,6-trione). RXN SMILES: Cl[C:2]1[C:7](=[O:8])[N:6]([CH3:9])[CH:5]=[C:4]2[C:10](=[O:26])[N:11]([CH2:14][CH2:15][C:16]3[CH:25]=[CH:24][C:23]4[C:18](=[CH:19][CH:20]=[CH:21][CH:22]=4)[N:17]=3)[C:12](=[O:13])[C:3]=12.[CH3:27][N:28]1[CH2:33][CH2:32][NH:31][CH2:30][CH2:29]1>>[CH3:9][N:6]1[C:7](=[O:8])[C:2]([N:31]2[CH2:32][CH2:33][N:28]([CH3:27])[CH2:29][CH2:30]2)=[C:3]2[C:12](=[O:13])[N:11]([CH2:14][CH2:15][C:16]3[CH:25]=[CH:24][C:23]4[C:18](=[CH:19][CH:20]=[CH:21][CH:22]=4)[N:17]=3)[C:10](=[O:26])[C:4]2=[CH:5]1. Reported procedure: The title compound was prepared in analogy to the process described in Example 1 starting from 7-chloro-5-methyl-2-(2-quinolin-2-yl-ethyl)-5H-pyrrolo[3,4-c]pyridine-1,3,6-trione (see Example c1)) and 1-methyl-piperazine. The reactants are O (water), [OH-].[K+] (potassium hydroxide), FC1=C(C=CC=C1)[N+](=O)[O-] (1-fluoro-2-nitrobenzene), ClC=1C=CC(=NC1)N (5-chloro-2-aminopyridine). Run in CS(=O)C (dimethyl sulfoxide). Run at temperature 20 celsius, time 4 hour. Yields the product ClC=1C=CC(=NC1)NC1=C(C=CC=C1)[N+](=O)[O-] ((5-Chloropyridin-2-yl)-(2-nitrophenyl)amine). Isolated yield 68.0%. As a reaction SMILES: [OH-].[K+].F[C:4]1[CH:9]=[CH:8][CH:7]=[CH:6][C:5]=1[N+:10]([O-:12])=[O:11].[Cl:13][C:14]1[CH:15]=[CH:16][C:17]([NH2:20])=[N:18][CH:19]=1.O>CS(C)=O>[Cl:13][C:14]1[CH:15]=[CH:16][C:17]([NH:20][C:4]2[CH:9]=[CH:8][CH:7]=[CH:6][C:5]=2[N+:10]([O-:12])=[O:11])=[N:18][CH:19]=1 |f:0.1|. Procedure: 9.9 g potassium hydroxide powder and 5.0 g 1-fluoro-2-nitrobenzene were added little by little in this order to a solution of 5.8 g 5-chloro-2-aminopyridine in dimethyl sulfoxide (100 mL), and the mixture was stirred at 20° C. for 4 hours under nitrogen atmosphere. The reaction solution was poured into iced water and extracted with ethyl acetate. The organic layer was washed with water and brine and dried over sodium sulfate. The solvent was evaporated, and the residue was purified by NH silica ... The reactants are CC(CC(=O)OC)C(CC=C(C)C)[N+](=O)[O-] (methyl 3,7-dimethyl-4-nitro-6-octenoate), C[O-].[Na+] (sodium methoxide), CCOCC (ether), OP(=O)(O)[O-].[K+].[OH-].[Na+] (potassium phosphate monobasic sodium hydroxide), solution. Reagents/catalysts: [Cl-].[Cl-].[Ti+2] (titanous chloride). Run in CO (methanol), CO (methanol). Reaction conditions: time 1 hour. Yields the product CC(CC(=O)OC)C(CC=C(C)C)=O (methyl 3,7-dimethyl-4-oxo-6-octenoate). Yield: 35.0%. Reaction SMILES: [CH3:1][CH:2]([CH:8]([N+]([O-])=O)[CH2:9][CH:10]=[C:11]([CH3:13])[CH3:12])[CH2:3][C:4]([O:6][CH3:7])=[O:5].C[O-].[Na+].[OH:20]P([O-])(O)=O.[K+].[OH-].[Na+].CCOCC>CO.[Cl-].[Cl-].[Ti+2]>[CH3:1][CH:2]([C:8](=[O:20])[CH2:9][CH:10]=[C:11]([CH3:13])[CH3:12])[CH2:3][C:4]([O:6][CH3:7])=[O:5] |f:1.2,3.4.5.6,9.10.11|. Procedure: A solution of methyl 3,7-dimethyl-4-nitro-6-octenoate (24.55 g, 0.107 m) in methanol (10 ml) is added dropwise to a solution of sodium methoxide (6.37 g, 0.118 m) in methanol (250 ml) at room temperature under nitrogen. The mixture is stirred for 1 hour, added to a mixture of 20% titanous chloride (170 ml, 0.267 m) and pH 7 buffer (potassium phosphate monobasic-sodium hydroxide buffer) solution (340 ml). The resulting mixture is stirred for 30 minutes after which it is treated with ether (1 l). ... Starting materials: Cl (HCl), N(=O)OCCC(C)C (isoamyl nitrite), [Li+].C[Si](C)(C)[N-][Si](C)(C)C (LiHMDS), CN1C=CC2=C(CC1=O)C=CC=C2 (3-methyl-2,3-dihydro-1H-3-benzazepin-2-one). Solvent: C1CCOC1 (THF). Run at time 2.5 hour. Yields the product ON=C1C(N(C=CC2=C1C=CC=C2)C)=O (1-hydroxyimino-3-methyl-2,3-dihydro-1H-3-benzazepin-2-one). Isolated yield 65.0%. Reaction SMILES: [CH3:1][N:2]1[C:8](=[O:9])[CH2:7][C:6]2[CH:10]=[CH:11][CH:12]=[CH:13][C:5]=2[CH:4]=[CH:3]1.[N:14](OCCC(C)C)=[O:15].[Li+].C[Si]([N-][Si](C)(C)C)(C)C.Cl>C1COCC1>[OH:15][N:14]=[C:7]1[C:6]2[CH:10]=[CH:11][CH:12]=[CH:13][C:5]=2[CH:4]=[CH:3][N:2]([CH3:1])[C:8]1=[O:9] |f:2.3|. Procedure: A THF (0.5 L) solution of 3-methyl-2,3-dihydro-1H-3-benzazepin-2-one (113.8 g, 0.657 mol) was cooled to 0° C. and isoamyl nitrite (100.75 g, 0.86 mol) was added dropwise. To the resulting mixture was added LiHMDS (1 N THF solution, 854 mL, 0.854 mol) at a rate such that the temperature remained below 10° C. After addition, the reaction was allowed to stir at room temperature for 2-3 h while monitoring for the reaction progress by HPLC. Upon completion of the reaction, the mixture was cooled to 0... Starting materials: C(CCC)C=1OC2=C(C1C(C1=CC=C(C=C1)O)=O)C=CC=C2 (2-n-butyl-3-(4'-hydroxybenzoyl)benzofuran), BrN1C(CCC1=O)=O (N-bromosuccinimide), CN(C=O)C (dimethylformamide). Solvent: O (water). The product is C(CCC)C=1OC2=C(C1C(C1=CC(=C(C=C1)O)Br)=O)C=CC=C2 (2-n-butyl-3-(3'-bromo-4'-hydroxybenzoyl)-benzofuran). Reaction SMILES: [CH2:1]([C:5]1[O:6][C:7]2[CH:22]=[CH:21][CH:20]=[CH:19][C:8]=2[C:9]=1[C:10](=[O:18])[C:11]1[CH:16]=[CH:15][C:14]([OH:17])=[CH:13][CH:12]=1)[CH2:2][CH2:3][CH3:4].[Br:23]N1C(=O)CCC1=O.CN(C)C=O>O>[CH2:1]([C:5]1[O:6][C:7]2[CH:22]=[CH:21][CH:20]=[CH:19][C:8]=2[C:9]=1[C:10](=[O:18])[C:11]1[CH:16]=[CH:15][C:14]([OH:17])=[C:13]([Br:23])[CH:12]=1)[CH2:2][CH2:3][CH3:4]. Reported procedure: A mixture of 10.0 g. (0.034 mol.) of 2-n-butyl-3-(4'-hydroxybenzoyl)benzofuran and 6.1 g. (0.034 mol.) of N-bromosuccinimide in 150 ml. of damp dimethylformamide was refluxed for 12 hours. The reaction mixture was poured into water and extracted with chloroform. The extracts were washed repeatedly with water, then dried (Na2SO4) and concentrated to give 2-n-butyl-3-(3'-bromo-4'-hydroxybenzoyl)-benzofuran. Reactants: IC (iodomethane), O (Water), O1C(COC2=C1C=CC=C2)CN2CC(CC2)(C)CO ([1-(2,3-Dihydro-benzo[1,4]dioxin-2-ylmethyl)-3-methyl-pyrrolidin-3-yl]-methanol), [H-].[Na+] (sodium hydride). Run in O1CCCC1 (tetrahydrofuran), O1CCCC1 (tetrahydrofuran). Run at temperature 60 celsius, time 2 hour. The product is O1C(COC2=C1C=CC=C2)CN2CC(CC2)(C)COC (1-(2,3-Dihydro-benzo[1,4]dioxin-2-ylmethyl)-3-methoxymethyl-3-methyl-pyrrolidine). Reaction SMILES: [O:1]1[C:6]2[CH:7]=[CH:8][CH:9]=[CH:10][C:5]=2[O:4][CH2:3][CH:2]1[CH2:11][N:12]1[CH2:16][CH2:15][C:14]([CH2:18][OH:19])([CH3:17])[CH2:13]1.[H-].[Na+].I[CH3:23].O>O1CCCC1>[O:1]1[C:6]2[CH:7]=[CH:8][CH:9]=[CH:10][C:5]=2[O:4][CH2:3][CH:2]1[CH2:11][N:12]1[CH2:16][CH2:15][C:14]([CH2:18][O:19][CH3:23])([CH3:17])[CH2:13]1 |f:1.2|. Procedure details: A solution of 56 mg (0.21 mmol) of [1-(2,3-Dihydro-benzo[1,4]dioxin-2-ylmethyl)-3-methyl-pyrrolidin-3-yl]-methanol in 1.5 ml of tetrahydrofuran was added to a flask containing 58 mg (2.40 mmol) of sodium hydride, previously washed with heptane under argon. The reaction mixture was stirred at 60° C. for 2 h, cooled to 0° C. followed by dropwise addition of a solution containing 16 μl (0.25 mmol) of iodomethane in tetrahydrofuran (0.5 ml). The reaction mixture was allowed to warm to room temperatu... The reactants are O=C(c1ccc(F)c(Br)c1F)N(CCO)Cc1ccccc1, CN(C)C=O, O. Product: O=C1c2ccc(F)c(Br)c2OCCN1Cc1ccccc1. Reaction SMILES: [CH2:1]([c:2]1[cH:3][cH:4][cH:5][cH:6][cH:7]1)[N:8]([C:9]([c:10]1[c:11]([F:18])[c:12]([Br:17])[c:13]([F:16])[cH:14][cH:15]1)=[O:19])[CH2:20][CH2:21][OH:22].[CH3:24][N:25]([CH3:26])[CH:27]=[O:28].[OH2:23]>>[CH2:1]([c:2]1[cH:3][cH:4][cH:5][cH:6][cH:7]1)[N:8]1[C:9](=[O:19])[c:10]2[c:11]([c:12]([Br:17])[c:13]([F:16])[cH:14][cH:15]2)[O:22][CH2:21][CH2:20]1. Reactants: CCCCN, CNC(=O)c1ccc([N+](=O)[O-])c(F)c1, CCN(C(C)C)C(C)C, CN(C)C=O. Yields the product CCCCNc1cc(C(=O)NC)ccc1[N+](=O)[O-]. As a reaction SMILES: [CH2:24]([CH2:25][CH2:26][CH3:27])[NH2:28].[CH3:1][NH:2][C:3]([c:4]1[cH:5][c:6]([F:13])[c:7]([N+:10](=[O:11])[O-:12])[cH:8][cH:9]1)=[O:14].[CH:15]([N:16]([CH:17]([CH3:18])[CH3:19])[CH2:20][CH3:21])([CH3:22])[CH3:23].[O:29]=[CH:30][N:31]([CH3:32])[CH3:33]>>[CH3:1][NH:2][C:3]([c:4]1[cH:5][c:6]([NH:28][CH2:24][CH2:25][CH2:26][CH3:27])[c:7]([N+:10](=[O:11])[O-:12])[cH:8][cH:9]1)=[O:14]. The reactants are [Al+3], CC(CCBr)c1ccc(-c2ccc(F)cc2)cc1, CCO, CC(CC(=O)O)c1ccc(-c2ccc(F)cc2)cc1, [H-], [H-], [H-], [H-], [Li+], CC(CC[N+](=O)[O-])c1ccc(-c2ccc(F)cc2)cc1, O=N[O-], [Na+], [Na+], [Na+], O, BrP(Br)Br, O=S([O-])S(=O)[O-]. Product: CC(CCN)c1ccc(-c2ccc(F)cc2)cc1. Reaction SMILES: [Al+3:49].[Br:58][CH2:59][CH2:60][CH:61]([c:62]1[cH:63][cH:64][c:65](-[c:66]2[cH:67][cH:68][c:69]([F:70])[cH:71][cH:72]2)[cH:73][cH:74]1)[CH3:75].[CH3:81][CH2:82][OH:83].[F:29][c:30]1[cH:31][cH:32][c:33](-[c:34]2[cH:35][cH:36][c:37]([CH:38]([CH3:39])[CH2:40][C:41]([OH:42])=[O:43])[cH:44][cH:45]2)[cH:46][cH:47]1.[H-:48].[H-:51].[H-:52].[H-:53].[Li+:50].[N+:9]([O-:10])(=[O:11])[CH2:12][CH2:13][CH:14]([CH3:15])[c:16]1[cH:17][cH:18][c:19](-[c:22]2[cH:23][cH:24][c:25]([F:28])[cH:26][cH:27]2)[cH:20][cH:21]1.[N:76]([O-:77])=[O:78].[Na+:79].[Na+:7].[Na+:8].[OH2:80].[P:54]([Br:55])([Br:56])[Br:57].[S:1]([S:2]([O-:3])=[O:4])([O-:5])=[O:6]>>[NH2:9][CH2:12][CH2:13][CH:14]([CH3:15])[c:16]1[cH:17][cH:18][c:19](-[c:22]2[cH:23][cH:24][c:25]([F:28])[cH:26][cH:27]2)[cH:20][cH:21]1. Reported procedure: 4-Chloro-7-azaindole (119, 100 mg, 0.66 mmol, prepared as described in Example 70, Scheme 81), 2-Benzofuranboronic acid (212 mg, 1.31 mmol) and Potassium fluoride (127 mg, 2.18 mmol) were stirred in 3 mL of anhydrous dioxane. Tris(dibenzylideneacetone)dipalladium(0) chloroform adduct (10.2 mg, 9.83E-3 mmol) and tri t-butylphosphine (6.6 mg, 0.033 mol) were added and the suspension was stirred at 100° C. for 4 hours in a pressure tube under inert atmosphere. The reaction mixture was cooled to roo... The reagents and catalysts are C1=CC=C(C=C1)/C=C/C(=O)/C=C/C2=CC=CC=C2.C1=CC=C(C=C1)/C=C/C(=O)/C=C/C2=CC=CC=C2.C1=CC=C(C=C1)/C=C/C(=O)/C=C/C2=CC=CC=C2.C(Cl)(Cl)Cl.[Pd].[Pd] (Tris(dibenzylideneacetone)dipalladium(0) chloroform adduct). Yields the product O1C(=CC=C2C1=CC=C2)N2C=CC=1C2=NC=CC1 (4-Benzofuran-2-yl-1H-pyrrolo[2,3-b]pyridine). Reaction conditions: temperature 100 celsius, time 4 hour. The solvent is O1CCOCC1 (dioxane). Reaction SMILES: Cl[C:2]1[CH:10]=[CH:9][N:8]=[C:7]2[C:3]=1[CH:4]=[CH:5][NH:6]2.[O:11]1[C:15]2[CH:16]=[CH:17][CH:18]=[CH:19][C:14]=2[CH:13]=[C:12]1B(O)O.[F-].[K+].C(P(C(C)(C)C)C(C)(C)C)(C)(C)C>O1CCOCC1.C1C=CC(/C=C/C(/C=C/C2C=CC=CC=2)=O)=CC=1.C1C=CC(/C=C/C(/C=C/C2C=CC=CC=2)=O)=CC=1.C1C=CC(/C=C/C(/C=C/C2C=CC=CC=2)=O)=CC=1.C(Cl)(Cl)Cl.[Pd].[Pd]>[O:11]1[C:12]2=[CH:13][CH:14]=[CH:19][C:18]2=[CH:17][CH:16]=[C:15]1[N:6]1[C:7]2=[N:8][CH:9]=[CH:10][CH:2]=[C:3]2[CH:4]=[CH:5]1 |f:2.3,6.7.8.9.10.11|. Reactants: C(C)(C)(C)P(C(C)(C)C)C(C)(C)C (tri t-butylphosphine), ClC1=C2C=CNC2=NC=C1 (4-chloro-7-azaindole), O1C(=CC2=C1C=CC=C2)B(O)O (2-Benzofuranboronic acid), [F-].[K+] (Potassium fluoride).